Dataset: the Open Reaction Database (ORD), a public repository of structured organic reaction records. Task: describe an organic reaction: reactants, conditions, products, and yield Starting materials: ClC1=C(C=CC=C1)C1=C(N=C(O1)I)C1=NN=CN1COCC[Si](C)(C)C (3-[5-(2-chlorophenyl)-2-iodo-1,3-oxazol-4-yl]-4-{[2-(trimethylsilyl)-ethoxy]methyl}-4H-1,2,4-triazole), C(C)(=O)NC1=CC=C(C=C1)B(O)O ((4-acetamidophenyl)boronic acid), C([O-])([O-])=O.[Cs+].[Cs+] (cesium carbonate). The reagents and catalysts are C=1C=CC(=CC1)[P](C=2C=CC=CC2)(C=3C=CC=CC3)[Pd]([P](C=4C=CC=CC4)(C=5C=CC=CC5)C=6C=CC=CC6)([P](C=7C=CC=CC7)(C=8C=CC=CC8)C=9C=CC=CC9)[P](C=1C=CC=CC1)(C=1C=CC=CC1)C=1C=CC=CC1 (tetrakis(triphenylphosphine)palladium(0)). Run in O1CCOCC1 (1,4-dioxane), O (water). Product: ClC1=C(C=CC=C1)C1=C(N=C(O1)C1=CC=C(C=C1)NC(C)=O)C1=NN=CN1COCC[Si](C)(C)C (N-{4-[5-(2-chlorophenyl)-4-(4-{[2-(trimethylsilyl)ethoxy]methyl}-4H-1,2,4-triazol-3-yl)-1,3-oxazol-2-yl]phenyl}acetamide). The yield is 89.1%. RXN SMILES: [Cl:1][C:2]1[CH:7]=[CH:6][CH:5]=[CH:4][C:3]=1[C:8]1[O:12][C:11](I)=[N:10][C:9]=1[C:14]1[N:18]([CH2:19][O:20][CH2:21][CH2:22][Si:23]([CH3:26])([CH3:25])[CH3:24])[CH:17]=[N:16][N:15]=1.[C:27]([NH:30][C:31]1[CH:36]=[CH:35][C:34](B(O)O)=[CH:33][CH:32]=1)(=[O:29])[CH3:28].C(=O)([O-])[O-].[Cs+].[Cs+]>O1CCOCC1.O.C1C=CC([P]([Pd]([P](C2C=CC=CC=2)(C2C=CC=CC=2)C2C=CC=CC=2)([P](C2C=CC=CC=2)(C2C=CC=CC=2)C2C=CC=CC=2)[P](C2C=CC=CC=2)(C2C=CC=CC=2)C2C=CC=CC=2)(C2C=CC=CC=2)C2C=CC=CC=2)=CC=1>[Cl:1][C:2]1[CH:7]=[CH:6][CH:5]=[CH:4][C:3]=1[C:8]1[O:12][C:11]([C:34]2[CH:35]=[CH:36][C:31]([NH:30][C:27](=[O:29])[CH3:28])=[CH:32][CH:33]=2)=[N:10][C:9]=1[C:14]1[N:18]([CH2:19][O:20][CH2:21][CH2:22][Si:23]([CH3:26])([CH3:25])[CH3:24])[CH:17]=[N:16][N:15]=1 |f:2.3.4,^1:56,58,77,96|. Procedure: A mixture of 3-[5-(2-chlorophenyl)-2-iodo-1,3-oxazol-4-yl]-4-{[2-(trimethylsilyl)-ethoxy]methyl}-4H-1,2,4-triazole (0.11 g, 0.22 mmol), tetrakis(triphenylphosphine)palladium(0) (0.050 g, 0.043 mmol), (4-acetamidophenyl)boronic acid (0.115 g, 0.64 mmol) and cesium carbonate (0.46 g, 1.40 mmol) in 1,4-dioxane (2 mL) and water (0.2 mL) was sealed in a tube and subjected to microwave irradiation at 150° C. for 60 min. The reaction mixture was concentrated and the residue was purified by column chrom... Reactants: ClC1=NC=NC(=C1)Cl (4,6-Dichloropyrimidine), BrC1=CC=C(N)C=C1 (4-bromoaniline). Run in C1CCCS1(=O)=O (tetramethylene sulphone). Product: ClC1=NC=NC(=C1)NC1=CC=C(C=C1)Br (4-Chloro-6-(4-bromoanilino)pyrimidine). The yield is 11.1%. Reaction SMILES: Cl[C:2]1[CH:7]=[C:6]([Cl:8])[N:5]=[CH:4][N:3]=1.[Br:9][C:10]1[CH:16]=[CH:15][C:13]([NH2:14])=[CH:12][CH:11]=1>C1S(=O)(=O)CCC1>[Cl:8][C:6]1[CH:7]=[C:2]([NH:14][C:13]2[CH:15]=[CH:16][C:10]([Br:9])=[CH:11][CH:12]=2)[N:3]=[CH:4][N:5]=1. Reported procedure: 4,6-Dichloropyrimidine (3.0 g, 20 mmol) was mixed with 4-bromoaniline (3.3 g, 19 mmol) and heated to 125° C. for two hours in tetramethylene sulphone. After cooling the reaction mixture was partitioned between saturated aqueous sodium bicarbonate solution and EtOAc. The organic portion was washed, dried over sodium sulphate, filtered and evaporated. The residue was purified by column chromatography (EtOAc (20%): isohexane) to yield a solid (0.6 g, 11%). M/z 284 (MH)+. Reactants: COC=1C=C2C(=CC=NC2=CC1OC)OC1=CC=C(C=C1)N (6,7-Dimethoxy-4-(4-aminophenoxy)quinoline), ClC1=C(C(=CC=C1)C)N=C=O (2-chloro-6-methylphenyl isocyanate). Run in C1(=CC=CC=C1)C (toluene). Yields the product ClC1=C(C(=CC=C1)C)NC(=O)NC1=CC=C(C=C1)OC1=CC=NC2=CC(=C(C=C12)OC)OC (N-(2-Chloro-6-methylphenyl)-N'-{4-[(6,7-dimethoxy-4-quinolyl)oxy]phenyl}urea). Isolated yield 74.0%. Reaction SMILES: [CH3:1][O:2][C:3]1[CH:4]=[C:5]2[C:10](=[CH:11][C:12]=1[O:13][CH3:14])[N:9]=[CH:8][CH:7]=[C:6]2[O:15][C:16]1[CH:21]=[CH:20][C:19]([NH2:22])=[CH:18][CH:17]=1.[Cl:23][C:24]1[CH:29]=[CH:28][CH:27]=[C:26]([CH3:30])[C:25]=1[N:31]=[C:32]=[O:33]>C1(C)C=CC=CC=1>[Cl:23][C:24]1[CH:29]=[CH:28][CH:27]=[C:26]([CH3:30])[C:25]=1[NH:31][C:32]([NH:22][C:19]1[CH:18]=[CH:17][C:16]([O:15][C:6]2[C:5]3[C:10](=[CH:11][C:12]([O:13][CH3:14])=[C:3]([O:2][CH3:1])[CH:4]=3)[N:9]=[CH:8][CH:7]=2)=[CH:21][CH:20]=1)=[O:33]. Procedure: 6,7-Dimethoxy-4-(4-aminophenoxy)quinoline (52 mg) was dissolved in toluene (5 ml) with heat, 2-chloro-6-methylphenyl isocyanate (0.1 ml) was added, and the admixture was refluxed with heat for 17 minutes. The separated crystals were filtered and then washed with toluene to obtain 61 mg of the title compound (yield: 74%).